Dataset: the Open Reaction Database (ORD), a public repository of structured organic reaction records. Task: describe an organic reaction: reactants, conditions, products, and yield As a reaction SMILES: [OH:1][C:2]1[CH:10]=[CH:9][C:8]2[NH:7][C:6]3[CH:11]([CH2:14][C:15]([O:17]CC)=[O:16])[CH2:12][CH2:13][C:5]=3[C:4]=2[CH:3]=1.C(=O)([O-])[O-].[Cs+].[Cs+].Cl[CH2:27][C:28]1[CH:29]=[CH:30][C:31]([O:36][C:37]([F:40])([F:39])[F:38])=[C:32]([CH:35]=1)[C:33]#[N:34]>CN(C=O)C>[C:33]([C:32]1[CH:35]=[C:28]([CH:29]=[CH:30][C:31]=1[O:36][C:37]([F:38])([F:40])[F:39])[CH2:27][O:1][C:2]1[CH:10]=[CH:9][C:8]2[NH:7][C:6]3[CH:11]([CH2:14][C:15]([OH:17])=[O:16])[CH2:12][CH2:13][C:5]=3[C:4]=2[CH:3]=1)#[N:34] |f:1.2.3|. Yields the product C(#N)C=1C=C(COC2=CC=3C4=C(NC3C=C2)C(CC4)CC(=O)O)C=CC1OC(F)(F)F (2-(7-(3-Cyano-4-(trifluoromethoxy)benzyloxy)-1,2,3,4-tetrahydrocyclopenta[b]indol-3-yl)acetic Acid). Yield: 24.1%. Reactants: OC1=CC=2C3=C(NC2C=C1)C(CC3)CC(=O)OCC (Ethyl 2-(7-hydroxy-1,2,3,4-tetrahydrocyclopenta[b]indol-3-yl)acetate), C([O-])([O-])=O.[Cs+].[Cs+] (cesium carbonate), ClCC=1C=CC(=C(C#N)C1)OC(F)(F)F (5-(chloromethyl)-2-(trifluoromethoxy)benzonitrile). Procedure: Ethyl 2-(7-hydroxy-1,2,3,4-tetrahydrocyclopenta[b]indol-3-yl)acetate (0.100 g, 0.386 mmol) and cesium carbonate (0.138 g, 0.424 mmol) were dissolved in DMF (1.0 mL), stirred at room temperature for 10 min, followed by addition of 5-(chloromethyl)-2-(trifluoromethoxy)benzonitrile (0.100 g, 0.424 mmol) in DMF (0.300 mL) at 0° C. This mixture was stirred at room temperature for 3 h. The reaction mixture was quenched with water and extracted with ethylacetate (2×50 mL). The organic phase was washed ... Run in CN(C)C=O (DMF), CN(C)C=O (DMF). Reaction conditions: time 10 minute. Reactants: ClCCl, CC(C)(C)OC(=O)NCCOc1ccc(N)cc1, O=S(=O)(Cl)c1ccccc1, c1ccncc1. The product is CC(C)(C)OC(=O)NCCOc1ccc(NS(=O)(=O)c2ccccc2)cc1. Reaction SMILES: [CH2:35]([Cl:36])[Cl:37].[CH3:1][C:2]([CH3:3])([CH3:4])[O:5][C:6]([NH:7][CH2:8][CH2:9][O:10][c:11]1[cH:12][cH:13][c:14]([NH2:17])[cH:15][cH:16]1)=[O:18].[c:25]1([S:31](=[O:32])(=[O:33])[Cl:34])[cH:26][cH:27][cH:28][cH:29][cH:30]1.[cH:19]1[cH:20][cH:21][n:22][cH:23][cH:24]1>>[CH3:1][C:2]([CH3:3])([CH3:4])[O:5][C:6]([NH:7][CH2:8][CH2:9][O:10][c:11]1[cH:12][cH:13][c:14]([NH:17][S:31]([c:25]2[cH:26][cH:27][cH:28][cH:29][cH:30]2)(=[O:32])=[O:33])[cH:15][cH:16]1)=[O:18]. Reactants: C(C)(=O)C=1C(=C(C=CC1)NC(=O)C=1C=CC2=C(CC(O2)CCCC2=CC=CC=C2)C1Cl)O (N-(3-acetyl-2-hydroxyphenyl)-4-chloro-2-(3-phenylpropyl)-2,3-dihydrobenzofuran-5-carboxamide), C(C(=O)OCC)(=O)OCC (diethyl oxalate). Product: ClC1=C(C=CC2=C1CC(O2)CCCC2=CC=CC=C2)C(=O)NC2=CC=CC=1C(C=C(OC12)C(=O)OCC)=O (Ethyl 8-[4-chloro-2-(3-phenylpropyl)-2,3-dihydrobenzofuran-5-carboxamido]-4-oxo-4H-1-benzopyran-2-carboxylate). Yield: 61.0%. As a reaction SMILES: [C:1]([C:4]1[C:5]([OH:32])=[C:6]([NH:10][C:11]([C:13]2[CH:14]=[CH:15][C:16]3[O:20][CH:19]([CH2:21][CH2:22][CH2:23][C:24]4[CH:29]=[CH:28][CH:27]=[CH:26][CH:25]=4)[CH2:18][C:17]=3[C:30]=2[Cl:31])=[O:12])[CH:7]=[CH:8][CH:9]=1)(=[O:3])[CH3:2].[C:33](OCC)(=O)[C:34]([O:36][CH2:37][CH3:38])=[O:35]>>[Cl:31][C:30]1[C:17]2[CH2:18][CH:19]([CH2:21][CH2:22][CH2:23][C:24]3[CH:29]=[CH:28][CH:27]=[CH:26][CH:25]=3)[O:20][C:16]=2[CH:15]=[CH:14][C:13]=1[C:11]([NH:10][C:6]1[C:5]2[O:32][C:33]([C:34]([O:36][CH2:37][CH3:38])=[O:35])=[CH:2][C:1](=[O:3])[C:4]=2[CH:9]=[CH:8][CH:7]=1)=[O:12]. Procedure details: Following the process described in example 1 (point A), starting from N-(3-acetyl-2-hydroxyphenyl)-4-chloro-2-(3-phenylpropyl)-2,3-dihydrobenzofuran-5-carboxamide and diethyl oxalate, the title compound was prepared, which was purified by chromatography through a silica gel column, eluting with petroleum ether:chloroform, 4:6 (61% yield). The reactants are ClCCCl, CNCc1[nH]c2ccccc2c1C#N, CCN(C(C)C)C(C)C, Nc1ccc(C=CC(=O)O)cn1, CN(C)C=O, O, O, On1nnc2ccccc21. The product is CN(Cc1[nH]c2ccccc2c1C#N)C(=O)C=Cc1ccc(N)nc1. Reaction SMILES: [CH2:1]([Cl:2])[CH2:3][Cl:4].[CH3:17][NH:18][CH2:19][c:20]1[nH:21][c:22]2[cH:23][cH:24][cH:25][cH:26][c:27]2[c:28]1[C:29]#[N:30].[CH:42]([N:43]([CH2:44][CH3:45])[CH:46]([CH3:47])[CH3:48])([CH3:49])[CH3:50].[NH2:5][c:6]1[cH:7][cH:8][c:9]([CH:12]=[CH:13][C:14](=[O:15])[OH:16])[cH:10][n:11]1.[O:51]=[CH:52][N:53]([CH3:54])[CH3:55].[OH2:41].[OH2:56].[OH:31][n:32]1[c:33]2[c:34]([cH:35][cH:36][cH:37][cH:38]2)[n:39][n:40]1>>[NH2:5][c:6]1[cH:7][cH:8][c:9]([CH:12]=[CH:13][C:14](=[O:16])[N:18]([CH3:17])[CH2:19][c:20]2[nH:21][c:22]3[cH:23][cH:24][cH:25][cH:26][c:27]3[c:28]2[C:29]#[N:30])[cH:10][n:11]1. Starting materials: Cl (hydrochloric acid), C(C)(C)(C)OC(=O)N[C@H](COC1=CC=C(C=C1)C1=CC=C(C(=O)OC)C=C1)CC1CCCCC1 (methyl (S)-4-[4-[2-(tert-butoxycarbonylamino)-3-cyclohexylpropyloxy]phenyl]benzoate), CO (methanol), [OH-].[Na+] (sodium hydroxide). Run in O (water), O1CCCC1 (tetrahydrofuran). The product is C(C)(C)(C)OC(=O)N[C@H](COC1=CC=C(C=C1)C1=CC=C(C(=O)O)C=C1)CC1CCCCC1 ((S)-4-[4-[2-(tert-butoxycarbonylamino)-3-cyclohexylpropyloxy]phenyl]benzoic acid). The yield is 81.7%. As a reaction SMILES: [C:1]([O:5][C:6]([NH:8][C@@H:9]([CH2:28][CH:29]1[CH2:34][CH2:33][CH2:32][CH2:31][CH2:30]1)[CH2:10][O:11][C:12]1[CH:17]=[CH:16][C:15]([C:18]2[CH:27]=[CH:26][C:21]([C:22]([O:24]C)=[O:23])=[CH:20][CH:19]=2)=[CH:14][CH:13]=1)=[O:7])([CH3:4])([CH3:3])[CH3:2].CO.[OH-].[Na+].Cl>O.O1CCCC1>[C:1]([O:5][C:6]([NH:8][C@@H:9]([CH2:28][CH:29]1[CH2:34][CH2:33][CH2:32][CH2:31][CH2:30]1)[CH2:10][O:11][C:12]1[CH:17]=[CH:16][C:15]([C:18]2[CH:27]=[CH:26][C:21]([C:22]([OH:24])=[O:23])=[CH:20][CH:19]=2)=[CH:14][CH:13]=1)=[O:7])([CH3:4])([CH3:2])[CH3:3] |f:2.3|. Procedure: A solution of methyl (S)-4-[4-[2-(tert-butoxycarbonylamino)-3-cyclohexylpropyloxy]phenyl]benzoate (0.28 g) in a mixed solvent of methanol (14 ml) and tetrahydrofuran (3 ml) was treated with 1N-sodium hydroxide aqueous solution, and the mixture was refluxed for 16 hours. After cooling, water was added to the mixture, and the acidity of the mixture was adjusted to pH 1 with 1N-hydrochloric acid. The resulting precipitate was filtered, washed with water and dried under reduced pressure to give (S)-... Reactants: C(C)(=O)[O-].[Na+] (Sodium acetate), NOS(=O)(=O)O (hydroxylamine-O-sulfonic acid), S(=O)=O (sulfur dioxide), C([O-])(O)=O.[Na+] (sodium bicarbonate), COCCCN1S(C2=C(CC1C)C=CS2)(=O)=O (3,4-Dihydro-2-(3-methoxypropyl)-3-methyl-2H-thieno[3,2-e]-1,2-thiazine 1,1-dioxide), C(CCC)[Li] (n-butyllithium), solution. Run in C1CCOC1 (THF). Run at temperature -78 celsius, time 40 minute. The product is COCCCN1S(C2=C(CC1C)C=C(S2)S(=O)(=O)N)(=O)=O (3,4-Dihydro-2-(3-methoxypropyl)-3-methyl-2H-thieno[3,2-e]-1,2-thiazine-6-sulfonamide 1,1-dioxide). RXN SMILES: [CH3:1][O:2][CH2:3][CH2:4][CH2:5][N:6]1[CH:11]([CH3:12])[CH2:10][C:9]2[CH:13]=[CH:14][S:15][C:8]=2[S:7]1(=[O:17])=[O:16].C([Li])CCC.[S:23](=[O:25])=[O:24].C([O-])(=O)C.[Na+].[NH2:31]OS(O)(=O)=O.C(=O)(O)[O-].[Na+]>C1COCC1>[CH3:1][O:2][CH2:3][CH2:4][CH2:5][N:6]1[CH:11]([CH3:12])[CH2:10][C:9]2[CH:13]=[C:14]([S:23]([NH2:31])(=[O:25])=[O:24])[S:15][C:8]=2[S:7]1(=[O:17])=[O:16] |f:3.4,6.7|. Procedure details: To a solution of the product from Step C (890 mg, 3.23 mmol) in THF (8 mL) at -78° C. was added n-butyllithium (2.0 mL of a 2.5M solution, 4.85 mmol). This mixture was stirred at -78° C. for 40 min and sulfur dioxide was added until the solution maintained a pH of 3. The reaction mixture was warmed to room temperature, stirred for 30 min, and evaporated to a residue which was dissolved in water (20 mL). Sodium acetate (795 mg, 9.69 mmol) and hydroxylamine-O-sulfonic acid (1.0 g, 9.69 mmol) were ... Starting materials: C(CC)(=O)OC1=CC(CC(C1)C=1C=NN(C1)C)=O (5-(1-methyl-1H-pyrazol-4-yl)-3-oxo-1-cyclohexenyl propionate), 4-N,N-dimethylaminopyridine. Run in O1CCCC1 (tetrahydrofuran). The product is CN1N=CC(=C1)C1CC(C(C(C1)=O)C(CC)=O)=O (5-(1-methyl-1H-pyrazol-4-yl)-2-propionylcyclohexane-1,3-dione). Yield: 166.4%. As a reaction SMILES: C([O:5][C:6]1[CH2:11][CH:10]([C:12]2[CH:13]=[N:14][N:15]([CH3:17])[CH:16]=2)[CH2:9][C:8](=[O:18])[CH:7]=1)(=O)CC>O1CCCC1>[CH3:17][N:15]1[CH:16]=[C:12]([CH:10]2[CH2:9][C:8](=[O:18])[CH:7]([C:6](=[O:5])[CH2:7][CH3:8])[C:6](=[O:5])[CH2:11]2)[CH:13]=[N:14]1. Procedure: A mixture of 30.0 g (121 mmols) of 5-(1-methyl-1H-pyrazol-4-yl)-3-oxo-1-cyclohexenyl propionate and 7.4 g (61 mmols) of 4-N,N-dimethylaminopyridine was dissolved in 300 ml of tetrahydrofuran. The solution was heated to reflux for 5 hours to perform the reaction. After completion of the reaction, the reaction mixture was allowed to cool. The reaction solution was concentrated and the product was extracted with chloroform. Water was added to the extract and the aqueous phase was adjusted to pH of ...